This data is from the Open Reaction Database (ORD), a public repository of structured organic reaction records. The task is: describe an organic reaction: reactants, conditions, products, and yield Reactants: ClCC1(OC1)COC1=CC=C(C=C1)Cl (2-chloromethyl-2-(4-chlorophenoxymethyl)oxirane), N1N=CN=C1 (1,2,4-triazole), C([O-])([O-])=O.[K+].[K+] (potassium carbonate). The solvent is CC(=O)C (acetone). The product is ClC1=CC=C(OCC(CN2N=CN=C2)(CN2N=CN=C2)O)C=C1 (2-(4-chlorophenoxymethyl)-1,3-di(1,2,4-triazol-1-yl)-2-hydroxypropane). As a reaction SMILES: Cl[CH2:2][C:3]1([CH2:6][O:7][C:8]2[CH:13]=[CH:12][C:11]([Cl:14])=[CH:10][CH:9]=2)[CH2:5][O:4]1.[NH:15]1[CH:19]=[N:18][CH:17]=[N:16]1.C(=O)([O-])[O-].[K+].[K+]>CC(C)=O>[Cl:14][C:11]1[CH:12]=[CH:13][C:8]([O:7][CH2:6][C:3]([OH:4])([CH2:5][N:15]2[CH:19]=[N:18][CH:17]=[N:16]2)[CH2:2][N:15]2[CH:19]=[N:18][CH:17]=[N:16]2)=[CH:9][CH:10]=1 |f:2.3.4|. Procedure details: 9.4 g (0.04 mole) of 2-chloromethyl-2-(4-chlorophenoxymethyl)oxirane are added dropwise to a mixture of 13.6 g (0.2 mole) of 1,2,4-triazole and 13.8 g (0.1 mole) of potassium carbonate in 200 ml of acetone with stirring. The mixture is allowed to stir at room temperature for 15 hours and then under reflux for 22 hours. The reaction mixture is then filtered cold and the filtrate is evaporated in vacuo. The oily residue is dissolved in chloroform, and the solution is washed with water, dried over ... As a reaction SMILES: C([N:9]1[CH2:22][CH2:21][C:20]2[C:19]3[CH:18]=[C:17]([S:23]([C:26]4[CH:31]=[CH:30][CH:29]=[CH:28][CH:27]=4)(=[O:25])=[O:24])[CH:16]=[CH:15][C:14]=3[N:13]([CH3:32])[C:12]=2[CH2:11][CH2:10]1)(=O)C1C=CC=CC=1.[OH-].[K+].[ClH:35]>C(O)CO.O.C(Cl)Cl.CO>[ClH:35].[CH3:32][N:13]1[C:14]2[CH:15]=[CH:16][C:17]([S:23]([C:26]3[CH:31]=[CH:30][CH:29]=[CH:28][CH:27]=3)(=[O:24])=[O:25])=[CH:18][C:19]=2[C:20]2[CH2:21][CH2:22][NH:9][CH2:10][CH2:11][C:12]1=2 |f:1.2,6.7,8.9|. The reactants are C(C1=CC=CC=C1)(=O)N1CCC=2N(C=3C=CC(=CC3C2CC1)S(=O)(=O)C1=CC=CC=C1)C (3-Benzoyl-6-methyl-9-(phenylsulfonyl)-1,2,3,4,5,6-hexahydroazepino[4.5-b]indole), [OH-].[K+] (potassium hydroxide), Cl (hydrochloric acid). Product: Cl.CN1C2=C(C=3C=C(C=CC13)S(=O)(=O)C1=CC=CC=C1)CCNCC2 (6-Methyl-9-(phenylsulfonyl)-1,2,3,4,5,6-hexahydroazepino[4,5-b]indole hydrochloride). Reported procedure: A mixture of 3-benzoyl-9-(phenylsulfonyl)-1,2,3,4,5,6-hexahydroazepino[4,5-b]indole (Step III, 1.25 g, 2.81 mmol) and potassium hydroxide (1.58 g, 28.1 mmol) in ethylene glycol (30 mL) is heated at 130° under nitrogen for 92 hr. Upon cooling, the mixture is diluted with H2O and extracted into ethyl acetate (3×). The combined extracts are washed with H2O (2×) and saline, dried over anhydrous magnesium sulfate, filtered, and concentrated under reduced pressure to give a solid. The solid is dissolv... Run in O (H2O), C(CO)O (ethylene glycol), C(Cl)Cl.CO (methylene chloride methanol).